From a dataset of the Open Reaction Database (ORD), a public repository of structured organic reaction records. describe an organic reaction: reactants, conditions, products, and yield Reactants: CCC(CC)(CC)C([O-])([O-])[O-], CC(=O)O, CC(Cl)Cl, CC(=O)c1ccc(CCC(N)(CO)CO)cc1. Product: CC(=O)c1ccc(CCC2(CO)COC(C)=N2)cc1. Reaction SMILES: [CH2:18]([CH3:19])[C:20]([CH2:21][CH3:22])([CH2:23][CH3:24])[C:25]([O-:26])([O-:27])[O-:28].[CH3:29][C:30](=[O:31])[OH:32].[Cl:33][CH:34]([Cl:35])[CH3:36].[NH2:1][C:2]([CH2:3][CH2:4][c:5]1[cH:6][cH:7][c:8]([C:11]([CH3:12])=[O:13])[cH:9][cH:10]1)([CH2:14][OH:15])[CH2:16][OH:17]>>[N:1]1=[C:18]([CH3:19])[O:15][CH2:14][C:2]1([CH2:3][CH2:4][c:5]1[cH:6][cH:7][c:8]([C:11]([CH3:12])=[O:13])[cH:9][cH:10]1)[CH2:16][OH:17]. Reactants: CN(C)C=O, O=C(Cl)C(=O)Cl, C=CCC(F)(F)C(=O)O. The product is C=CCC(F)(F)C(=O)Cl. RXN SMILES: [CH3:16][N:17]([CH3:18])[CH:19]=[O:20].[Cl:1][C:2]([C:3]([Cl:4])=[O:5])=[O:6].[F:7][C:8]([C:9](=[O:10])[OH:11])([CH2:12][CH:13]=[CH2:14])[F:15]>>[Cl:1][C:9]([C:8]([F:7])([CH2:12][CH:13]=[CH2:14])[F:15])=[O:10]. Reactants: COC(=O)CBr, C1=CCC=C1, [Na], C1CCOC1. The product is COC(=O)CC1C=CC=C1. Reaction SMILES: [Br:7][CH2:8][C:9](=[O:10])[O:11][CH3:12].[CH2:2]1[CH:3]=[CH:4][CH:5]=[CH:6]1.[Na:1].[O:13]1[CH2:14][CH2:15][CH2:16][CH2:17]1>>[CH:2]1=[CH:3][CH:4]([CH2:8][C:9](=[O:10])[O:11][CH3:12])[CH:5]=[CH:6]1. Starting materials: BrN1C(CCC1=O)=O (N-Bromosuccinimide), C(C#CCO)O (2-butyne-1,4-diol), C1(=CC=CC=C1)P(C1=CC=CC=C1)C1=CC=CC=C1 (triphenylphosphine), NC1=NC(=C2NC=NC2=N1)Cl (2-amino-6-chloropurine), C(=O)([O-])[O-].[K+].[K+] (K2CO3). Solvent: ClCCl (dichloromethane), CN(C=O)C (DMF). Reaction conditions: temperature 0 celsius, time 1 hour. Product: NC1=NC(=C2N=CN(C2=N1)CC#CCO)Cl (4-(2-amino-6-chloropurin-9-yl)-2-butyn-1-ol). Yield: 19.7%. As a reaction SMILES: Br[N:2]1[C:6](=O)[CH2:5][CH2:4][C:3]1=[O:8].C(O)C#CCO.C1(P(C2C=CC=CC=2)C2C=CC=CC=2)C=CC=CC=1.[NH2:34][C:35]1[N:43]=[C:42]2[C:38]([NH:39][CH:40]=N2)=[C:37]([Cl:44])[N:36]=1.C([O-])([O-])=O.[K+].[K+]>ClCCl.CN(C)C=O>[NH2:34][C:35]1[N:43]=[C:42]2[C:38]([N:39]=[CH:40][N:2]2[CH2:6][C:5]#[C:4][CH2:3][OH:8])=[C:37]([Cl:44])[N:36]=1 |f:4.5.6|. Procedure: N-Bromosuccinimide (1.78 g, 10 mmol) was added in portions to a stirred suspension of 2-butyne-1,4-diol (2.50 g, 30 mmol) and triphenylphosphine (2.62 g, 10 mmol) in 20 ml of dichloromethane at room temperature. After 1 h, the unreacted butynediol was removed by filtration. The solution was evaporated in vacuum to small volume, dissolved in 20 ml of dry dimethylformamide (DMF) and added to a suspension of 2-amino-6-chloropurine (1.70 g, 10 mmol) and finely ground anhydrous K2CO3 (2.07 g, 15 mmol... The reactants are CO, O=CO, O, COC1=CC(OC)OC1(OC)C(C)O. Yields the product COC1=CC(OC)OC(C)C1=O. As a reaction SMILES: [CH3:19][OH:20].[CH:15]([OH:16])=[O:17].[OH2:18].[OH:1][CH:2]([CH3:3])[C:4]1([O:13][CH3:14])[O:5][CH:6]([O:11][CH3:12])[CH:7]=[C:8]1[O:9][CH3:10]>>[CH:2]1([CH3:3])[C:4](=[O:13])[C:8]([O:9][CH3:10])=[CH:7][CH:6]([O:11][CH3:12])[O:5]1.